This data is from the Open Reaction Database (ORD), a public repository of structured organic reaction records. The task is: describe an organic reaction: reactants, conditions, products, and yield The reactants are Cn1cc(Br)c(C2(O)CCC(N3CC(NC(=O)CNC(=O)c4cccc(C(F)(F)F)c4)C3)CC2)n1, CO. Product: Cn1ccc(C2(O)CCC(N3CC(NC(=O)CNC(=O)c4cccc(C(F)(F)F)c4)C3)CC2)n1. Reaction SMILES: [Br:1][c:2]1[c:3]([C:8]2([OH:35])[CH2:9][CH2:10][CH:11]([N:14]3[CH2:15][CH:16]([NH:18][C:19](=[O:20])[CH2:21][NH:22][C:23]([c:24]4[cH:25][c:26]([C:30]([F:31])([F:32])[F:33])[cH:27][cH:28][cH:29]4)=[O:34])[CH2:17]3)[CH2:12][CH2:13]2)[n:4][n:5]([CH3:7])[cH:6]1.[CH3:36][OH:37]>>[cH:2]1[c:3]([C:8]2([OH:35])[CH2:9][CH2:10][CH:11]([N:14]3[CH2:15][CH:16]([NH:18][C:19](=[O:20])[CH2:21][NH:22][C:23]([c:24]4[cH:25][c:26]([C:30]([F:31])([F:32])[F:33])[cH:27][cH:28][cH:29]4)=[O:34])[CH2:17]3)[CH2:12][CH2:13]2)[n:4][n:5]([CH3:7])[cH:6]1. The product is metal hydride, CNCCC(OC1=CC=C(C=C1)C(F)(F)F)C1=CC=CC=C1 (N-methyl-3-phenyl-3-[(α,α,α-trifluoro-p-tolyl)oxy]propylamine). Reactants: FC(C1=CC=C(OC(CCNC(=O)OCC)C2=CC=CC=C2)C=C1)(F)F (N-[3-[4-(trifluoromethyl)phenoxy]-3-phenylpropyl)urethane), B (borane). Reported procedure: reducing said N-[3-[4-(trifluoromethyl)phenoxy]-3-phenylpropyl)urethane with borane or a metal hydride to provide N-methyl-3-phenyl-3-[(α,α,α-trifluoro-p-tolyl)oxy]propylamine. As a reaction SMILES: [F:1][C:2]([F:26])([F:25])[C:3]1[CH:24]=[CH:23][C:6]([O:7][CH:8]([C:17]2[CH:22]=[CH:21][CH:20]=[CH:19][CH:18]=2)[CH2:9][CH2:10][NH:11][C:12](OCC)=O)=[CH:5][CH:4]=1.B>>[CH3:12][NH:11][CH2:10][CH2:9][CH:8]([C:17]1[CH:18]=[CH:19][CH:20]=[CH:21][CH:22]=1)[O:7][C:6]1[CH:23]=[CH:24][C:3]([C:2]([F:26])([F:25])[F:1])=[CH:4][CH:5]=1. The reactants are [BH4-], COC(=O)c1cc(Oc2ccc3c(c2)CC(C(=O)Nc2cc(CNC(=O)OC(C)(C)C)cc(C(F)(F)F)c2)CC3)ccn1, CO, [Na+], O. Product: CC(C)(C)OC(=O)NCc1cc(NC(=O)C2CCc3ccc(Oc4ccnc(CO)c4)cc3C2)cc(C(F)(F)F)c1. RXN SMILES: [BH4-:44].[C:1]([CH3:2])([CH3:3])([CH3:4])[O:5][C:6](=[O:7])[NH:8][CH2:9][c:10]1[cH:11][c:12]([NH:20][C:21](=[O:22])[CH:23]2[CH2:24][CH2:25][c:26]3[cH:27][cH:28][c:29]([O:33][c:34]4[cH:35][c:36]([C:40](=[O:41])[O:42][CH3:43])[n:37][cH:38][cH:39]4)[cH:30][c:31]3[CH2:32]2)[cH:13][c:14]([C:16]([F:17])([F:18])[F:19])[cH:15]1.[CH3:47][OH:48].[Na+:45].[OH2:46]>>[C:1]([CH3:2])([CH3:3])([CH3:4])[O:5][C:6](=[O:7])[NH:8][CH2:9][c:10]1[cH:11][c:12]([NH:20][C:21](=[O:22])[CH:23]2[CH2:24][CH2:25][c:26]3[cH:27][cH:28][c:29]([O:33][c:34]4[cH:35][c:36]([CH2:40][OH:41])[n:37][cH:38][cH:39]4)[cH:30][c:31]3[CH2:32]2)[cH:13][c:14]([C:16]([F:17])([F:18])[F:19])[cH:15]1.